From a dataset of the Open Reaction Database (ORD), a public repository of structured organic reaction records. describe an organic reaction: reactants, conditions, products, and yield Starting materials: C(C=C)OC(=O)N1CCC(=CC1)C=1C(=C(NC1)C1=CC=C(C=C1)F)C1=CC(=NC=C1)F (4-(1-allyloxycarbonyl-1,2,3,6-tetrahydropyridin-4-yl)-2-(4-fluorophenyl)-3-(2-fluoropyridin-4-yl)-1H-pyrrole), C(C1=CC=CC=C1)OC(=O)N1[C@H](C(=O)O)C[C@H](C1)OC ((2S,4R)-1-benzyloxycarbonyl-4-methoxyproline), ( iii ), C(C1=CC=CC=C1)OC(=O)N1[C@H](C(=O)O)CC(C1)(F)F ((2S)-1-benzyloxycarbonyl-4,4-difluoroproline). Product: FC1(C[C@@H]2CC(CCN2C1)=O)F ((8aS)-2.2-Difluoro-1,2,3,5,6,7,8,8a-octahydroindolizin-7-one). RXN SMILES: [CH2:1]([O:4]C(N1CC=C(C2C(C3C=CN=C(F)C=3)=C(C3C=CC(F)=CC=3)NC=2)CC1)=O)[CH:2]=C.C(O[C:40]([N:42]1[CH2:49][C:48]([F:51])([F:50])[CH2:47][C@H:43]1[C:44](O)=O)=O)C1C=CC=CC=1.C(OC(N1C[C@H](OC)C[C@H]1C(O)=O)=O)C1C=CC=CC=1>>[F:51][C:48]1([F:50])[CH2:49][N:42]2[C@@H:43]([CH2:44][C:1](=[O:4])[CH2:2][CH2:40]2)[CH2:47]1. Procedure details: In a similar manner to the procedures described in Preparative Examples 1(i)′, (ii) and (iii) above, reactions were carried out successively, using (2S)-1-benzyloxycarbonyl-4,4-difluoroproline as a starting material instead of (2S,4R)-1-benzyloxycarbonyl-4-methoxyproline, to give the title compound as a pale yellow oil (total yield for the 3 steps: 14%). The reactants are IC1=CC(=C(C=C1)N)C(F)(F)F (4-Iodo-2-trifluoromethylphenylamine), CN(C)C=O (DMF). Reagents/catalysts: [C-]#N.[C-]#N.[Zn+2] (Zn(CN)2), C=1C=CC(=CC1)[P](C=2C=CC=CC2)(C=3C=CC=CC3)[Pd]([P](C=4C=CC=CC4)(C=5C=CC=CC5)C=6C=CC=CC6)([P](C=7C=CC=CC7)(C=8C=CC=CC8)C=9C=CC=CC9)[P](C=1C=CC=CC1)(C=1C=CC=CC1)C=1C=CC=CC1 (Pd(PPh3)4), [C-]#N.[C-]#N.[Zn+2] (Zn(CN)2), C=1C=CC(=CC1)[P](C=2C=CC=CC2)(C=3C=CC=CC3)[Pd]([P](C=4C=CC=CC4)(C=5C=CC=CC5)C=6C=CC=CC6)([P](C=7C=CC=CC7)(C=8C=CC=CC8)C=9C=CC=CC9)[P](C=1C=CC=CC1)(C=1C=CC=CC1)C=1C=CC=CC1 (Pd(PPh3)4). Conditions: time 12 hour. The product is NC1=C(C=C(C#N)C=C1)C(F)(F)F (4-Amino-3-trifluoromethylbenzonitrile). Yield: 99.3%. RXN SMILES: I[C:2]1[CH:7]=[CH:6][C:5]([NH2:8])=[C:4]([C:9]([F:12])([F:11])[F:10])[CH:3]=1.[CH3:13][N:14](C=O)C>[C-]#N.[C-]#N.[Zn+2].C1C=CC([P]([Pd]([P](C2C=CC=CC=2)(C2C=CC=CC=2)C2C=CC=CC=2)([P](C2C=CC=CC=2)(C2C=CC=CC=2)C2C=CC=CC=2)[P](C2C=CC=CC=2)(C2C=CC=CC=2)C2C=CC=CC=2)(C2C=CC=CC=2)C2C=CC=CC=2)=CC=1>[NH2:8][C:5]1[CH:6]=[CH:7][C:2]([C:13]#[N:14])=[CH:3][C:4]=1[C:9]([F:12])([F:11])[F:10] |f:2.3.4,^1:26,28,47,66|. Reported procedure: 4-Iodo-2-trifluoromethylphenylamine (50 mg, 0.17 mmol), Zn(CN)2 (0.88 eq, 0.15 mmol, 18.00 mg), and Pd(PPh3)4 (0.1 eq, 0.02 mmol, 19.64 mg) were added in DMF. Zn(CN)2 (0.88 eq, 0.15 mmol, 18.00 mg) and Pd(PPh3)4 (0.1 eq, 0.02 mmol, 19.64 mg) were added into the reaction mixture. The reaction mixture was stirred for 12 hr. The reaction mixture was purified according to step 1 of Example 8 to give a title product as a yellow solid (31.4 mg, 99.28%).